This data is from the Open Reaction Database (ORD), a public repository of structured organic reaction records. The task is: describe an organic reaction: reactants, conditions, products, and yield Reaction SMILES: Cl.C1(C(C2C=CC=CC=2)(C2C=CC=CC=2)[N:9]2[CH2:14][CH:13]([C:15]3[C:16]([O:20][CH2:21][CH2:22][CH2:23][CH2:24][CH2:25][CH2:26][CH3:27])=[N:17][S:18][N:19]=3)[CH2:12][N:11]=[CH:10]2)C=CC=CC=1.[C:40]([OH:46])([C:42]([F:45])([F:44])[F:43])=[O:41]>>[F:43][C:42]([F:45])([F:44])[C:40]([OH:46])=[O:41].[CH2:21]([O:20][C:16]1[C:15]([CH:13]2[CH2:14][NH:9][CH:10]=[N:11][CH2:12]2)=[N:19][S:18][N:17]=1)[CH2:22][CH2:23][CH2:24][CH2:25][CH2:26][CH3:27] |f:0.1,3.4|. Procedure details: 1-Triphenylmethyl-5(3(1-n-heptanoxy)-1,2,5-thiadiazol-4-yl)-1,4,5,6-tetrahydropyrimidine HCl (580 mg, 1 mmol) is dissolved in TFA (1 ml) and stirred overnight at room temperature. The TFA is evaporated and the resulting dark oil triturated with ether. After decanting the ether, the remaining solids are recrystallized from methanol/ether to give 344 mg (87%) white crystals identified by 300 MHz nmr, ms m/z=360. Yield: 87.0%. The product is FC(C(=O)O)(F)F.C(CCCCCC)OC1=NSN=C1C1CN=CNC1 (5(3(1-n-heptanoxy)-1,2,5-thiadiazol-4-yl)-1,4,5,6-tetrahyropyrimidine Trifluoroacetate). Reaction conditions: time 8 hour. Reactants: Cl.C1(=CC=CC=C1)C(N1C=NCC(C1)C=1C(=NSN1)OCCCCCCC)(C1=CC=CC=C1)C1=CC=CC=C1 (1-Triphenylmethyl-5(3(1-n-heptanoxy)-1,2,5-thiadiazol-4-yl)-1,4,5,6-tetrahydropyrimidine HCl), C(=O)(C(F)(F)F)O (TFA). Reactants: OCC([C@H]1CC[C@H]2[C@@H]3CC[C@H]4CC(CC[C@]4(C)[C@H]3C(C[C@]12C)=O)=O)=O (21-Hydroxy-5α-pregnane-3,11,20-trione), C1(=CC=C(C=C1)S(=O)(=O)Cl)C (toluene-4-sulphonyl chloride), ice, Cl (hydrochloric acid). Run in N1=CC=CC=C1 (pyridine). Run at time 3 hour. Product: ClCC([C@H]1CC[C@H]2[C@@H]3CC[C@H]4CC(CC[C@]4(C)[C@H]3C(C[C@]12C)=O)=O)=O (21-Chloro-5α-pregnane-3,11,20-trione). Yield: 35.8%. As a reaction SMILES: O[CH2:2][C:3](=[O:25])[C@@H:4]1[C@:21]2([CH3:22])[C@H:7]([C@H:8]3[C@H:18]([C:19](=[O:23])[CH2:20]2)[C@:16]2([CH3:17])[C@H:11]([CH2:12][C:13](=[O:24])[CH2:14][CH2:15]2)[CH2:10][CH2:9]3)[CH2:6][CH2:5]1.C1(C)C=CC(S([Cl:35])(=O)=O)=CC=1.Cl>N1C=CC=CC=1>[Cl:35][CH2:2][C:3](=[O:25])[C@@H:4]1[C@:21]2([CH3:22])[C@H:7]([C@H:8]3[C@H:18]([C:19](=[O:23])[CH2:20]2)[C@:16]2([CH3:17])[C@H:11]([CH2:12][C:13](=[O:24])[CH2:14][CH2:15]2)[CH2:10][CH2:9]3)[CH2:6][CH2:5]1. Procedure details: 21-Hydroxy-5α-pregnane-3,11,20-trione (3.0 g.) in anhydrous pyridine (15 ml.) was treated with toluene-4-sulphonyl chloride (3.0 g.) and the pale orange solution was stirred at room temperature for 3 hours. The cold solution was vigorously stirred during the slow addition of ice-cold water (200 ml.) and hydrochloric acid (2N;50 ml.). The yellow crystalline precipitate was filtered off, washed well with water and dried in vacuo at 60°, and the resulting crude product (2.4 g.) was recrystallized f...